Task: describe an organic reaction: reactants, conditions, products, and yield. Dataset: the Open Reaction Database (ORD), a public repository of structured organic reaction records Starting materials: NCP(O)(O)=O (Aminomethylphosphonic acid), O.C(C=O)(=O)O (glyoxylic acid hydrate), [H][H] (hydrogen). The product is C(C(=O)O)NCP(=O)(O)O (glyphosate). Yield: 96.0%. Reaction SMILES: [NH2:1][CH2:2][P:3](=[O:6])([OH:5])[OH:4].O.[C:8]([OH:12])(=[O:11])[CH:9]=O.[H][H]>>[CH2:9]([NH:1][CH2:2][P:3]([OH:5])([OH:4])=[O:6])[C:8]([OH:12])=[O:11] |f:1.2|. Procedure details: Aminomethylphosphonic acid and glyoxylic acid hydrate were reacted under catalytic hydrogenation conditions in the manner described in Example 2, except prior to introduction of hydrogen, the pH was adjusted to 8.0. A 96% yield of glyphosate was obtained. Reactants: BrC=1C=C(C=2C(=NN(C2C1)C(C)C)C)C(=O)OC (methyl 6-bromo-1-isopropyl-3-methyl-1H-indazole-4-carboxylate), CC1(OB(OC1(C)C)C=1C=C2C(=NC1)NC=C2)C (5-(4,4,5,5-tetramethyl-1,3,2-dioxaborolan-2-yl)-1H-pyrrolo[2,3-b]pyridine). Reaction conditions: temperature 100 celsius, time 5 hour. Yields the product C(C)(C)N1N=CC=2C(=CC(=CC12)C=1C=C2C(=NC1)NC=C2)C(=O)OC (Methyl 1-isopropyl-6-(1H-pyrrolo[2,3-b]pyridin-5-yl)-1H-indazole-4-carboxylate). Reaction SMILES: Br[C:2]1[CH:3]=[C:4]([C:15]([O:17][CH3:18])=[O:16])[C:5]2[C:6](C)=[N:7][N:8]([CH:11]([CH3:13])[CH3:12])[C:9]=2[CH:10]=1.CC1(C)C(C)(C)OB([C:27]2[CH:28]=[C:29]3[CH:35]=[CH:34][NH:33][C:30]3=[N:31][CH:32]=2)O1>>[CH:11]([N:8]1[C:9]2[CH:10]=[C:2]([C:27]3[CH:28]=[C:29]4[CH:35]=[CH:34][NH:33][C:30]4=[N:31][CH:32]=3)[CH:3]=[C:4]([C:15]([O:17][CH3:18])=[O:16])[C:5]=2[CH:6]=[N:7]1)([CH3:12])[CH3:13]. Reported procedure: The title compound was prepared in the same manner as described for example 35 (step a) from methyl 6-bromo-1-isopropyl-3-methyl-1H-indazole-4-carboxylate (1 g, 3.36 mmol) and 5-(4,4,5,5-tetramethyl-1,3,2-dioxaborolan-2-yl)-1H-pyrrolo[2,3-b]pyridine (0.98 g, 4.04 mmol) wherein the reaction mixture was stirred at 100° C. for 5 h. The product was collected as an off white solid (600 mg, 53%). LCMS (ES−) m/z: 333.08. Reactants: C(C)(N)=NO (acetamidoxime), C1(CC1)C(CC(=O)OC)=O (methyl 3-cyclopropyl-3-oxopropanoate). The solvent is C1(=CC=CC=C1)C (toluene). Conditions: temperature 130 celsius. The product is C1(CC1)C(CC1=NC(=NO1)C)=O (1-cyclopropyl-2-(3-methyl-1,2,4-oxadiazol-5-yl)ethanone). As a reaction SMILES: [C:1](=[N:4][OH:5])([NH2:3])[CH3:2].[CH:6]1([C:9](=[O:15])[CH2:10][C:11](OC)=O)[CH2:8][CH2:7]1>C1(C)C=CC=CC=1>[CH:6]1([C:9](=[O:15])[CH2:10][C:11]2[O:5][N:4]=[C:1]([CH3:2])[N:3]=2)[CH2:8][CH2:7]1. Procedure: Under an inert atmosphere, acetamidoxime (1.56 g) is added to a solution of methyl 3-cyclopropyl-3-oxopropanoate (3.0 g) in 50 ml of toluene; the stirred mixture is heated to 130° C. while distilling off the solvent and methanol formed in the reaction. Reactants: C(C)[Mg]Br (ethylmagnesium bromide), C(C)[Mg]Br (Ethylmagnesium bromide), CON(C(=O)C=1C=NN(C1)CC1=CC=C(C=C1)OC)C (N-methoxy-1-(4-methoxybenzyl)-N-methyl-1H-pyrazole-4-carboxamide), C(C)[Mg]Br (ethylmagnesium bromide). Solvent: C1CCOC1 (THF). Run at time 1 hour. Yields the product COC1=CC=C(CN2N=CC(=C2)C(CC)=O)C=C1 (1-(1-(4-methoxybenzyl)-1H-pyrazol-4-yl)propan-1-one). Yield: 96.7%. RXN SMILES: [CH2:1]([Mg]Br)[CH3:2].CON(C)[C:8]([C:10]1[CH:11]=[N:12][N:13]([CH2:15][C:16]2[CH:21]=[CH:20][C:19]([O:22][CH3:23])=[CH:18][CH:17]=2)[CH:14]=1)=[O:9]>C1COCC1>[CH3:23][O:22][C:19]1[CH:18]=[CH:17][C:16]([CH2:15][N:13]2[CH:14]=[C:10]([C:8](=[O:9])[CH2:1][CH3:2])[CH:11]=[N:12]2)=[CH:21][CH:20]=1. Procedure details: According to Scheme 3 Step 2: Ethylmagnesium bromide (3N, 37.2 mmol, 12.4 mL) was added dropwise at room temperature to a solution of N-methoxy-1-(4-methoxybenzyl)-N-methyl-1H-pyrazole-4-carboxamide (33.8 mmol, 9.30 g) in THF (80 mL) and the reaction mixture was stirred for 1 hour. Then ethylmagnesium bromide (3N, 37.2 mmol, 12.4 mL) was added and the reaction mixture was stirred for 1 hour. Finally some more ethylmagnesium bromide (3N, 74.4 mmol, 24.8 mL) was added and the reaction mixture was ... Starting materials: B(OC1=CC=C(C=C1)OCCOCCCC)([O-])[O-] (4-(2-butoxyethoxy)phenyl borate), BrC=1C=CC2=C(C=C(CCN2CC)C(=O)NC2=CC=C(C=C2)CN(C2CCOCC2)C)C1 (7-bromo-1-ethyl-N-[4-[[N-methyl-N-(tetrahydro-2H-pyran-4-yl)amino]methyl]phenyl]-2,3-dihydro-1H-1-benzazepine-4-carboxamide), C([O-])([O-])=O.[K+].[K+] (potassium carbonate). The reagents and catalysts are C=1C=CC(=CC1)[P](C=2C=CC=CC2)(C=3C=CC=CC3)[Pd]([P](C=4C=CC=CC4)(C=5C=CC=CC5)C=6C=CC=CC6)([P](C=7C=CC=CC7)(C=8C=CC=CC8)C=9C=CC=CC9)[P](C=1C=CC=CC1)(C=1C=CC=CC1)C=1C=CC=CC1 (tetrakistriphenylphosphinepalladium). Run in O.C(C)O.C1(=CC=CC=C1)C (water ethanol toluene), C(C)(=O)OCC (ethyl acetate). Run at time 30 minute. The product is C(CCC)OCCOC1=CC=C(C=C1)C=1C=CC2=C(C=C(CCN2CC)C(=O)NC2=CC=C(C=C2)CN(C2CCOCC2)C)C1 (7-[4-(2-butoxyethoxy)phenyl]-1-ethyl-N-[4-[[N-methyl-N-(tetrahydro-2H-pyran-4-yl)amino]methyl]phenyl]-2,3-dihydro-1-H-1-benzazepine-4-carboxamide). Yield: 42.3%. Reaction SMILES: B([O-])([O-])O[C:3]1[CH:8]=[CH:7][C:6]([O:9][CH2:10][CH2:11][O:12][CH2:13][CH2:14][CH2:15][CH3:16])=[CH:5][CH:4]=1.Br[C:20]1[CH:21]=[CH:22][C:23]2[N:29]([CH2:30][CH3:31])[CH2:28][CH2:27][C:26]([C:32]([NH:34][C:35]3[CH:40]=[CH:39][C:38]([CH2:41][N:42]([CH3:49])[CH:43]4[CH2:48][CH2:47][O:46][CH2:45][CH2:44]4)=[CH:37][CH:36]=3)=[O:33])=[CH:25][C:24]=2[CH:50]=1.C(=O)([O-])[O-].[K+].[K+]>O.C(O)C.C1(C)C=CC=CC=1.C(OCC)(=O)C.C1C=CC([P]([Pd]([P](C2C=CC=CC=2)(C2C=CC=CC=2)C2C=CC=CC=2)([P](C2C=CC=CC=2)(C2C=CC=CC=2)C2C=CC=CC=2)[P](C2C=CC=CC=2)(C2C=CC=CC=2)C2C=CC=CC=2)(C2C=CC=CC=2)C2C=CC=CC=2)=CC=1>[CH2:13]([O:12][CH2:11][CH2:10][O:9][C:6]1[CH:7]=[CH:8][C:3]([C:20]2[CH:21]=[CH:22][C:23]3[N:29]([CH2:30][CH3:31])[CH2:28][CH2:27][C:26]([C:32]([NH:34][C:35]4[CH:36]=[CH:37][C:38]([CH2:41][N:42]([CH3:49])[CH:43]5[CH2:48][CH2:47][O:46][CH2:45][CH2:44]5)=[CH:39][CH:40]=4)=[O:33])=[CH:25][C:24]=3[CH:50]=2)=[CH:4][CH:5]=1)[CH2:14][CH2:15][CH3:16] |f:2.3.4,5.6.7,^1:77,79,98,117|. Procedure: In a mixture of water:ethanol:toluene (1:1:10, v/v, 18.0 ml) were dissolved 4-(2-butoxyethoxy)phenyl borate (301 mg) and 7-bromo-1-ethyl-N-[4-[[N-methyl-N-(tetrahydro-2H-pyran-4-yl)amino]methyl]phenyl]-2,3-dihydro-1H-1-benzazepine-4-carboxamide (420 mg). To the solution was added potassium carbonate (279 mg), and the mixture was stirred under argon atmosphere at room temperature for 30 minutes. To the mixture was added tetrakistriphenylphosphinepalladium (39 mg), and the mixture was refluxed und... Conditions: time 3 hour. The reactants are C(=O)(OC(C)(C)C)N1CCNCC1 (N-Boc-piperazine), C(O)([O-])=O.C(CCC)[N+](CCCC)(CCCC)CCCC (terabutylammonium hydrogencarbonate), FC1=C(CCl)C=CC=C1 (2-fluorobenzyl chloride), C(=O)=O (carbon dioxide). Product: FC1=C(COC(=O)N2CCN(CC2)C(=O)OC(C)(C)C)C=CC=C1 (piperazine-1,4-dicarboxylic acid tert-butyl ester 2-fluoro-benzyl ester). Reported procedure: A solution of 4.47 g N-Boc-piperazine in 40 ml acetonitrile was saturated with dry carbon dioxide gas at rt. To this solution was added dropwise in 5 min. a solution of 8.50 g (28 mmol) terabutylammonium hydrogencarbonate (dried at 50° C. at 0.1 mbar for 1 h) in 30 ml acetonitrile, and then carbon dioxide gas bubbled into the stirred solution at rt for 1 h. Then 2.90 g (20 mmol) 2-fluorobenzyl chloride was added drop-wise within 5 min. After stirring at rt for 3 h the reaction mixture was evapor... As a reaction SMILES: [C:1]([N:8]1[CH2:13][CH2:12][NH:11][CH2:10][CH2:9]1)([O:3][C:4]([CH3:7])([CH3:6])[CH3:5])=[O:2].[C:14](=[O:16])=[O:15].C(=O)([O-])O.C([N+](CCCC)(CCCC)CCCC)CCC.[F:38][C:39]1[CH:46]=[CH:45][CH:44]=[CH:43][C:40]=1[CH2:41]Cl>C(#N)C>[F:38][C:39]1[CH:46]=[CH:45][CH:44]=[CH:43][C:40]=1[CH2:41][O:15][C:14]([N:11]1[CH2:10][CH2:9][N:8]([C:1]([O:3][C:4]([CH3:7])([CH3:6])[CH3:5])=[O:2])[CH2:13][CH2:12]1)=[O:16] |f:2.3|. The solvent is C(C)#N (acetonitrile), C(C)#N (acetonitrile). Reactants: ClC1=C(C(=O)O)C=C(C=C1)SC (2-chloro-5-(methylthio)benzoic acid), S(=O)(Cl)Cl (thionyl chloride). Product: ClC1=C(C(=O)Cl)C=C(C=C1)SC (2-Chloro-5-(methylthio)benzoyl chloride). RXN SMILES: [Cl:1][C:2]1[CH:10]=[CH:9][C:8]([S:11][CH3:12])=[CH:7][C:3]=1[C:4](O)=[O:5].S(Cl)([Cl:15])=O>>[Cl:1][C:2]1[CH:10]=[CH:9][C:8]([S:11][CH3:12])=[CH:7][C:3]=1[C:4]([Cl:15])=[O:5]. Procedure details: A mixture of 2.03 g of 2-chloro-5-(methylthio)benzoic acid and 10 ml of thionyl chloride is heated on a steam bath for 1 hour. The volatiles are removed under vacuum and 20 ml of toluene added and removed under vacuum (2 times) to give 2.2 g of brown needles. The reactants are CSc1ccc2c3c(cccc13)C(=O)N2, CCO, O=C(OO)c1cccc(Cl)c1, [Na+], [OH-], O. Yields the product CS(=O)c1ccc2c3c(cccc13)C(=O)N2. RXN SMILES: [CH3:2][S:3][c:4]1[c:5]2[c:6]3[c:7]([cH:14][cH:15][cH:16]2)[C:8](=[O:13])[NH:9][c:10]3[cH:11][cH:12]1.[CH3:30][CH2:31][OH:32].[Cl:17][c:18]1[cH:19][cH:20][cH:21][c:22]([C:23]([O:24][OH:26])=[O:25])[cH:27]1.[Na+:29].[OH-:28].[OH2:1]>>[CH3:2][S:3]([c:4]1[c:5]2[c:6]3[c:7]([cH:14][cH:15][cH:16]2)[C:8](=[O:13])[NH:9][c:10]3[cH:11][cH:12]1)=[O:25]. The reactants are NC1=CC(NC(=N1)OC)=O (6-amino-2-methoxy-4-pyrimidone), C(=O)([O-])[O-].[K+].[K+] (K2CO3), [Cl-] (chloride), C(C)(=O)OCCCCBr (4-bromobutyl acetate). Solvent: CC(=O)C (acetone). Product: NC1=CC(=NC(=N1)OC)CCCCOC(C)=O (6-amino-2-methoxy-4-(4-acetoxybutyl)pyrimidine). Isolated yield 42.0%. RXN SMILES: [NH2:1][C:2]1[N:7]=[C:6]([O:8][CH3:9])[NH:5][C:4](=O)[CH:3]=1.C([O-])([O-])=O.[K+].[K+].[Cl-].[C:18]([O:21][CH2:22][CH2:23][CH2:24][CH2:25]Br)(=[O:20])[CH3:19]>CC(C)=O>[NH2:1][C:2]1[N:7]=[C:6]([O:8][CH3:9])[N:5]=[C:4]([CH2:25][CH2:24][CH2:23][CH2:22][O:21][C:18](=[O:20])[CH3:19])[CH:3]=1 |f:1.2.3|. Procedure details: Alternative Method B. A mixture of 6-amino-2-methoxy-4-pyrimidone (30 g, 212.6 mmol), K2CO3 (44 g, 318 mmol), benzyltriethylammionium chloride (20 g, 88 mmol) and 4-bromobutyl acetate (60 g, 308 mmol) in acetone (800 ml) was heated at reflux overnight. After cooling to room temperature, the insoluble salts were filtered off and the solvent was removed. The residue was purified by chromatography on silica gel with CHCl3/MeOH (100:2-100:5) as eluent. After separation of 6-amino-2-methoxy-4-(4-acet...